From a dataset of the Open Reaction Database (ORD), a public repository of structured organic reaction records. describe an organic reaction: reactants, conditions, products, and yield Reactants: CCC(C)Oc1ccc(CCC(C)=O)cc1, CCOC(=O)CP(=O)(OCC)OCC, [H-], [Na+], CN(C)C=O, O. Yields the product CCOC(=O)C=C(C)CCc1ccc(OC(C)CC)cc1. RXN SMILES: [CH3:17][CH:18]([CH2:19][CH3:20])[O:21][c:22]1[cH:23][cH:24][c:25]([CH2:28][CH2:29][C:30]([CH3:31])=[O:32])[cH:26][cH:27]1.[CH3:1][CH2:2][O:3][C:4](=[O:5])[CH2:6][P:7]([O:8][CH2:9][CH3:10])([O:11][CH2:12][CH3:13])=[O:14].[H-:15].[Na+:16].[O:34]=[CH:35][N:36]([CH3:37])[CH3:38].[OH2:33]>>[CH3:1][CH2:2][O:3][C:4](=[O:5])[CH:6]=[C:30]([CH2:29][CH2:28][c:25]1[cH:24][cH:23][c:22]([O:21][CH:18]([CH3:17])[CH2:19][CH3:20])[cH:27][cH:26]1)[CH3:31]. The reactants are C(C=C)C1C=CC2=CC=CC=C12 (allylindene), CN(C)[Zr](N(C)C)(N(C)C)N(C)C (Tetrakis(dimethylamino)zirconium), C1(=CC=CC=C1)C (toluene), [Si](C)(C)(C)Cl (Me3SiCl). Run at time 8 hour. Product: [Cl-].[Cl-].[Cl-].C(C=C)[Zr+3]C1C=CC2=CC=CC=C12 (allylindenylzirconium trichloride). RXN SMILES: CN([Zr:4](N(C)C)(N(C)C)N(C)C)C.C([CH:17]1[C:25]2[C:20](=[CH:21][CH:22]=[CH:23][CH:24]=2)[CH:19]=[CH:18]1)C=C.[Si]([Cl:30])(C)(C)C.[C:31]1([CH3:37])C=CC=C[CH:32]=1>>[Cl-:30].[Cl-:30].[Cl-:30].[CH2:37]([Zr+3:4][CH:17]1[C:25]2[C:20](=[CH:21][CH:22]=[CH:23][CH:24]=2)[CH:19]=[CH:18]1)[CH:31]=[CH2:32] |f:4.5.6.7|. Procedure details: To Tetrakis(dimethylamino)zirconium (0.52 g, 1.94 mmol) dissolved in toluene (9 mL) was added allylindene (0.31 g, 1.99 mmol) at room temperature. The mixture was stirred at room temperature overnight. Removal of the solvent gave an oil. To the oil was added Me3SiCl (7.5 mL of 1 M in methylene chloride, 7.5 mmol) at room temperature. The mixture was stirred at room temperature overnight. Removal of the solvent gave a yellow solid (crude allylindenylzirconium trichloride). The yellow solid (crude... Starting materials: C=CC1(CC(O)CC(=O)OC)CCCC1, C=CC1(CC(O)CC(=O)O)CCC1. Reaction SMILES: [OH:14][CH:15]([CH2:16][C:17](=[O:18])[O:19][CH3:20])[CH2:21][C:22]1([CH:27]=[CH2:28])[CH2:23][CH2:24][CH2:25][CH2:26]1.[OH:1][CH:2]([CH2:3][C:4]1([CH:5]=[CH2:6])[CH2:7][CH2:8][CH2:9]1)[CH2:10][C:11]([OH:12])=[O:13]>>[OH:14][CH:15]([CH2:16][C:17](=[O:18])[OH:19])[CH2:21][C:22]1([CH:27]=[CH2:28])[CH2:23][CH2:24][CH2:25][CH2:26]1. Yields the product C=CC1(CC(O)CC(=O)O)CCCC1.